Dataset: the Open Reaction Database (ORD), a public repository of structured organic reaction records. Task: describe an organic reaction: reactants, conditions, products, and yield RXN SMILES: [C:1]([O:2][C:3]([CH3:4])([CH3:5])[CH3:6])(=[O:7])[N:8]1[CH2:9][CH2:10][N:11]([CH2:14][CH2:15][c:16]2[cH:17][cH:18][n:19][cH:20][cH:21]2)[CH2:12][CH2:13]1.[CH3:23][OH:24].[ClH:22]>>[ClH:22].[NH:8]1[CH2:9][CH2:10][N:11]([CH2:14][CH2:15][c:16]2[cH:17][cH:18][n:19][cH:20][cH:21]2)[CH2:12][CH2:13]1. Product: Cl, c1cc(CCN2CCNCC2)ccn1. Reactants: CC(C)(C)OC(=O)N1CCN(CCc2ccncc2)CC1, CO, Cl. Procedure details: Molecular sieve 4 Å and 14.9 g of N-acetylethylenediamine (200 g) was added in succession under argon to a solution of 27.5 g of 1,2,3,4-tetrahydro-1-oxo-2-naphthaleneacetaldehyde in 275 ml of diethyl ether. The reaction mixture was stirred at boiling temperature for 5 hours and subsequently cooled. The molecular sieve was filtered off, the filtrate was freed from solvent and the crude product was chromatographed on 600 g of silica gel with ethyl acetate as the eluent. There were obtained 23.5 g... The reactants are C(C)(=O)NCCN (N-acetylethylenediamine), O=C1C(CCC2=CC=CC=C12)CC=O (1,2,3,4-tetrahydro-1-oxo-2-naphthaleneacetaldehyde). Reaction SMILES: [C:1]([NH:4][CH2:5][CH2:6][NH2:7])(=[O:3])[CH3:2].O=[C:9]1[C:18]2[C:13](=[CH:14][CH:15]=[CH:16][CH:17]=2)[CH2:12][CH2:11][CH:10]1[CH2:19][CH:20]=O>C(OCC)C>[N:7]1([CH2:6][CH2:5][NH:4][C:1](=[O:3])[CH3:2])[C:9]2[C:18]3[CH:17]=[CH:16][CH:15]=[CH:14][C:13]=3[CH2:12][CH2:11][C:10]=2[CH:19]=[CH:20]1. The product is N1(C=CC=2CCC3=C(C12)C=CC=C3)CCNC(C)=O (N-[2-(4,5-dihydro-1H-benzo[g]indol-1-yl)ethyl]-acetamide). Yield: 63.3%. Run in C(C)OCC (diethyl ether). Reactants: C(C)(=O)NNC(=O)C1=CC(=NC(=N1)N1C(CCC1)C1=CC(=NO1)C1=NC=CC=C1)NC1N(NC(=C1)C)C(C)=O (6-[N-(acetylamino)carbamoyl]-2-{2-[3-(pyrid-2-yl)isoxazol-5-yl]pyrrolidin-1-yl}-4-(2-acetyl-5-methyl-1H-pyrazol-3-ylamino)pyrimidine), [OH-].[Na+] (sodium hydroxide). The solvent is CO (methanol). Yields the product C(C)(=O)NNC(=O)C1=CC(=NC(=N1)N1C(CCC1)C1=CC(=NO1)C1=NC=CC=C1)NC1=NNC(=C1)C (6-[N-(Acetylamino)carbamoyl]-2-{2-[3-(pyrid-2-yl)isoxazol-5-yl]pyrrolidin-yl}-4-(5-methyl-1H-pyrazol-3-ylamino)pyrimidine). Yield: 96.0%. Reaction SMILES: [C:1]([NH:4][NH:5][C:6]([C:8]1[N:13]=[C:12]([N:14]2[CH2:18][CH2:17][CH2:16][CH:15]2[C:19]2[O:23][N:22]=[C:21]([C:24]3[CH:29]=[CH:28][CH:27]=[CH:26][N:25]=3)[CH:20]=2)[N:11]=[C:10]([NH:30][CH:31]2[CH:35]=[C:34]([CH3:36])[NH:33][N:32]2C(=O)C)[CH:9]=1)=[O:7])(=[O:3])[CH3:2].[OH-].[Na+]>CO>[C:1]([NH:4][NH:5][C:6]([C:8]1[N:13]=[C:12]([N:14]2[CH2:18][CH2:17][CH2:16][CH:15]2[C:19]2[O:23][N:22]=[C:21]([C:24]3[CH:29]=[CH:28][CH:27]=[CH:26][N:25]=3)[CH:20]=2)[N:11]=[C:10]([NH:30][C:31]2[CH:35]=[C:34]([CH3:36])[NH:33][N:32]=2)[CH:9]=1)=[O:7])(=[O:3])[CH3:2] |f:1.2|. Procedure: A solution of 6-[N-(acetylamino)carbamoyl]-2-{2-[3-(pyrid-2-yl)isoxazol-5-yl]pyrrolidin-1-yl}-4-(2-acetyl-5-methyl-1H-pyrazol-3-ylamino)pyrimidine (Method 51) (170 mg, 0.32 mmol) in methanol (10 ml) and 2N sodium hydroxide (0.5 ml, 1.0 mmol) was stirred at room temperature for 0.5 hour. The resulting precipitate was collected by filtration to give the title compound (150 mg, 96%). The reactants are Br[Mg]c1ccccc1, CCOCC, COc1cc(Nc2nc3c(s2)CCCC3=O)ccc1-n1cnc(C)n1. Product: COc1cc(Nc2nc3c(s2)CCCC3(O)c2ccccc2)ccc1-n1cnc(C)n1. As a reaction SMILES: [Br:1][Mg:2][c:3]1[cH:4][cH:5][cH:6][cH:7][cH:8]1.[CH3:34][CH2:35][O:36][CH2:37][CH3:38].[CH3:9][O:10][c:11]1[cH:12][c:13]([NH:23][c:24]2[s:25][c:26]3[c:27]([n:28]2)[C:29](=[O:33])[CH2:30][CH2:31][CH2:32]3)[cH:14][cH:15][c:16]1-[n:17]1[n:18][c:19]([CH3:22])[n:20][cH:21]1>>[c:3]1([C:29]2([OH:33])[c:27]3[c:26]([s:25][c:24]([NH:23][c:13]4[cH:12][c:11]([O:10][CH3:9])[c:16](-[n:17]5[n:18][c:19]([CH3:22])[n:20][cH:21]5)[cH:15][cH:14]4)[n:28]3)[CH2:32][CH2:31][CH2:30]2)[cH:4][cH:5][cH:6][cH:7][cH:8]1. The product is COC(C(C(C1=C(C=CC=C1)F)Cl)=O)=O (3-chloro-3-(2-fluoro-phenyl)-2-oxo-propionic acid methyl ester). Procedure: This compound was synthesised as 3-chloro-3-(4-fluoro-phenyl)-2-oxo-propionic acid methyl ester but using 2-fluorobenzaldehyde instead 4-fluorobenzaldehyde. As a reaction SMILES: [CH3:1][O:2][C:3](=[O:15])[C:4](=[O:14])[CH:5]([Cl:13])[C:6]1[CH:11]=[CH:10][C:9](F)=[CH:8][CH:7]=1.[F:16]C1C=CC=CC=1C=O.FC1C=CC(C=O)=CC=1>>[CH3:1][O:2][C:3](=[O:15])[C:4](=[O:14])[CH:5]([Cl:13])[C:6]1[CH:11]=[CH:10][CH:9]=[CH:8][C:7]=1[F:16]. Reactants: COC(C(C(C1=CC=C(C=C1)F)Cl)=O)=O (3-chloro-3-(4-fluoro-phenyl)-2-oxo-propionic acid methyl ester), FC1=C(C=O)C=CC=C1 (2-fluorobenzaldehyde), FC1=CC=C(C=O)C=C1 (4-fluorobenzaldehyde). Starting materials: [N+](=O)(O)[O-] (nitric acid), O (water), ClC1=CC=C(C=2C(C3=CC=CC=C3C(C12)=O)=O)C (1-chloro-4-methylanthraquinone), C(Cl)(Cl)Cl (chloroform), O (water), teflon. Yields the product ClC1=CC=C(C=2C(C3=CC=CC=C3C(C12)=O)=O)C(=O)O (4-chloroanthra quinone 1-carboxylic acid). The yield is 61.0%. As a reaction SMILES: Cl[C:2]1[C:15]2[C:14](=[O:16])[C:13]3[C:8](=[CH:9][CH:10]=[CH:11][CH:12]=3)[C:7](=[O:17])[C:6]=2[C:5](C)=[CH:4][CH:3]=1.[N+]([O-])(O)=[O:20].[CH:23]([Cl:26])(Cl)Cl.[OH2:27]>>[Cl:26][C:23]1[C:5]2[C:4](=[O:27])[C:13]3[C:8](=[CH:9][CH:10]=[CH:11][CH:12]=3)[C:7](=[O:17])[C:6]=2[C:15]([C:14]([OH:20])=[O:16])=[CH:2][CH:3]=1. Reported procedure: A suspension of 1-chloro-4-methylanthraquinone (6 g, 23.37 mmol) in the mixture of 12 ml 65% nitric acid and 24 ml of water is heated in the pressure reactor with teflon lining at 200° C. for 6 hours. The reaction mixture, after cooling, is diluted with water and the resulting precipitate is filtrated. The obtained crude acid is treated with chloroform, filtered and next crystallized with ethyl acetate to give 4.1 g (61% yield) of 4-chloroanthra quinone 1-carboxylic acid.